From a dataset of the Open Reaction Database (ORD), a public repository of structured organic reaction records. describe an organic reaction: reactants, conditions, products, and yield Starting materials: O=C([O-])O, OCCO, CC1CCC(=O)CC1S(=O)(=O)c1ccccc1, [Na+], Cc1ccc(S(=O)(=O)O)cc1, c1ccccc1. The product is CC1CCC2(CC1S(=O)(=O)c1ccccc1)OCCO2. RXN SMILES: [C:33](=[O:34])([OH:35])[O-:36].[CH2:18]([CH2:19][OH:20])[OH:21].[CH3:1][CH:2]1[CH:3]([S:9](=[O:10])(=[O:11])[c:12]2[cH:13][cH:14][cH:15][cH:16][cH:17]2)[CH2:4][C:5](=[O:8])[CH2:6][CH2:7]1.[Na+:37].[c:22]1([CH3:23])[cH:24][cH:25][c:26]([S:27]([OH:28])(=[O:29])=[O:30])[cH:31][cH:32]1.[cH:38]1[cH:39][cH:40][cH:41][cH:42][cH:43]1>>[CH3:1][CH:2]1[CH:3]([S:9](=[O:10])(=[O:11])[c:12]2[cH:13][cH:14][cH:15][cH:16][cH:17]2)[CH2:4][C:5]2([CH2:6][CH2:7]1)[O:8][CH2:18][CH2:19][O:20]2.